This data is from the Open Reaction Database (ORD), a public repository of structured organic reaction records. The task is: describe an organic reaction: reactants, conditions, products, and yield The reactants are CO, ClCCl, CSCc1cccc2c(C(CCC#N)c3ccc(F)cc3C)c[nH]c12, O=C(OO)c1cccc(Cl)c1. Yields the product Cc1cc(F)ccc1C(CCC#N)c1c[nH]c2c(CS(C)=O)cccc12. Reaction SMILES: [CH3:40][OH:41].[Cl:26][CH2:27][Cl:28].[F:1][c:2]1[cH:3][c:4]([CH3:25])[c:5]([CH:8]([CH2:9][CH2:10][C:11]#[N:12])[c:13]2[cH:14][nH:15][c:16]3[c:17]([CH2:22][S:23][CH3:24])[cH:18][cH:19][cH:20][c:21]23)[cH:6][cH:7]1.[OH:29][O:30][C:31]([c:32]1[cH:33][c:34]([Cl:35])[cH:36][cH:37][cH:38]1)=[O:39]>>[F:1][c:2]1[cH:3][c:4]([CH3:25])[c:5]([CH:8]([CH2:9][CH2:10][C:11]#[N:12])[c:13]2[cH:14][nH:15][c:16]3[c:17]([CH2:22][S:23]([CH3:24])=[O:29])[cH:18][cH:19][cH:20][c:21]23)[cH:6][cH:7]1.